This data is from the Open Reaction Database (ORD), a public repository of structured organic reaction records. The task is: describe an organic reaction: reactants, conditions, products, and yield Reactants: CCO, Cl, [Na+], [OH-], O, O=C(O)c1ccccc1S, O=C(NCCCBr)OCC1c2ccccc2-c2ccccc21. The product is O=C(NCCCSc1ccccc1C(=O)O)OCC1c2ccccc2-c2ccccc21. RXN SMILES: [CH3:34][CH2:35][OH:36].[ClH:33].[Na+:38].[OH-:37].[OH2:39].[OH:1][C:2](=[O:3])[c:4]1[cH:5][cH:6][cH:7][cH:8][c:9]1[SH:10].[cH:11]1[cH:12][cH:13][cH:14][c:15]2[c:23]1[CH:22]([CH2:24][O:25][C:26](=[O:27])[NH:28][CH2:29][CH2:30][CH2:31][Br:32])[c:21]1[c:16]-2[cH:17][cH:18][cH:19][cH:20]1>>[OH:1][C:2](=[O:3])[c:4]1[cH:5][cH:6][cH:7][cH:8][c:9]1[S:10][CH2:31][CH2:30][CH2:29][NH:28][C:26]([O:25][CH2:24][CH:22]1[c:21]2[c:16]([cH:17][cH:18][cH:19][cH:20]2)-[c:15]2[cH:14][cH:13][cH:12][cH:11][c:23]21)=[O:27]. Reactants: C(C)(C)(C)OC(=O)N[C@H](C(=O)N[C@H](C(=O)O)CC1=CC(=C(C=C1)OCC(=O)OC)C(=O)OC)CC1=CC=CC=C1 ((2S)-2-({(2S)-2-[(tert-butoxycarbonyl)amino]-3-phenylpropanoyl}amino)-3-[3-(methoxycarbonyl)-4-(2-methoxy-2-oxoethoxy)phenyl]propanoic acid), NCCCN1C(CCC1)=O (N-(3′-aminopropyl)-2-pyrrolidinone). The product is C(C)(C)(C)OC(=O)N[C@H](C(=O)N[C@H](CC=1C=CC(=C(C(=O)O)C1)OCC(=O)O)C(NCCCN1C(CCC1)=O)=O)CC1=CC=CC=C1 (5-((2R)-2-({(2S)-2-[(tert-Butoxycarbonyl)amino]-3-phenylpropanoyl}amino)-3-oxo-3-{[3-(2-oxo-1-pyrrolidinyl)propyl]amino}propyl)-2-(carboxymethoxy)benzoic Acid). Yield: 22.1%. As a reaction SMILES: [C:1]([O:5][C:6]([NH:8][C@@H:9]([CH2:34][C:35]1[CH:40]=[CH:39][CH:38]=[CH:37][CH:36]=1)[C:10]([NH:12][C@@H:13]([CH2:17][C:18]1[CH:23]=[CH:22][C:21]([O:24][CH2:25][C:26]([O:28]C)=[O:27])=[C:20]([C:30]([O:32]C)=[O:31])[CH:19]=1)[C:14]([OH:16])=O)=[O:11])=[O:7])([CH3:4])([CH3:3])[CH3:2].[NH2:41][CH2:42][CH2:43][CH2:44][N:45]1[CH2:49][CH2:48][CH2:47][C:46]1=[O:50]>>[C:1]([O:5][C:6]([NH:8][C@@H:9]([CH2:34][C:35]1[CH:36]=[CH:37][CH:38]=[CH:39][CH:40]=1)[C:10]([NH:12][C@@H:13]([C:14](=[O:16])[NH:41][CH2:42][CH2:43][CH2:44][N:45]1[CH2:49][CH2:48][CH2:47][C:46]1=[O:50])[CH2:17][C:18]1[CH:23]=[CH:22][C:21]([O:24][CH2:25][C:26]([OH:28])=[O:27])=[C:20]([CH:19]=1)[C:30]([OH:32])=[O:31])=[O:11])=[O:7])([CH3:4])([CH3:3])[CH3:2]. Reported procedure: Synthesis was performed from (2S)-2-({(2S)-2-[(tert-butoxycarbonyl)amino]-3-phenylpropanoyl}amino)-3-[3-(methoxycarbonyl)-4-(2-methoxy-2-oxoethoxy)phenyl]propanoic acid (100 mg, 0.18 mmol) and N-(3′-aminopropyl)-2-pyrrolidinone (42 mg, 0.29 mmol) according to Method C with HPLC purification to give the title compound (26 mg). 1H-NMR (400 MHz, CD3OD) δ 1.35 (s, 9H) 1.6 (m, 2H) 2.03 (m, 2H) 2.37 (t, 2H) 2.76 (m, 1H) 2.92-3.10 (m, 5H) 3.14 (t, 2H) 3.42 (t, 2H) 4.25 (m, 1H) 4.5 (m, 1H) 4.78 (s, 2H) ... The reactants are CC1=NN(C(=C1C(=O)O)C)C1=CC(=C(C=C1)C)C(F)(F)F (3,5-dimethyl-1-(4-methyl-3-trifluoromethyl-phenyl)-1H-pyrazole-4-carboxylic acid), N1(CCCC1)C1CCNCC1 (4-pyrrolidine-1-yl-piperidine). Yields the product CC1=NN(C(=C1C(=O)N1CCC(CC1)N1CCCC1)C)C1=CC(=C(C=C1)C)C(F)(F)F ([3,5-Dimethyl-1-(4-methyl-3-trifluoromethyl-phenyl)-1H-pyrazol-4-yl]-(4-pyrrolidin-1-yl-piperidin-1-yl)-methanone). Isolated yield 77.0%. Reaction SMILES: [CH3:1][C:2]1[C:6]([C:7](O)=[O:8])=[C:5]([CH3:10])[N:4]([C:11]2[CH:16]=[CH:15][C:14]([CH3:17])=[C:13]([C:18]([F:21])([F:20])[F:19])[CH:12]=2)[N:3]=1.[N:22]1([CH:27]2[CH2:32][CH2:31][NH:30][CH2:29][CH2:28]2)[CH2:26][CH2:25][CH2:24][CH2:23]1>>[CH3:1][C:2]1[C:6]([C:7]([N:30]2[CH2:31][CH2:32][CH:27]([N:22]3[CH2:26][CH2:25][CH2:24][CH2:23]3)[CH2:28][CH2:29]2)=[O:8])=[C:5]([CH3:10])[N:4]([C:11]2[CH:16]=[CH:15][C:14]([CH3:17])=[C:13]([C:18]([F:19])([F:20])[F:21])[CH:12]=2)[N:3]=1. Procedure: In analogy to the procedure described in Example 18], 3,5-dimethyl-1-(4-methyl-3-trifluoromethyl-phenyl)-1H-pyrazole-4-carboxylic acid and 4-pyrrolidine-1-yl-piperidine gave the title compound in 77% yield as orange foam. MS: 435.5 (MH+). Reactants: NCC(=O)C1=CC=CC=C1 (2-aminoacetophenone), ClC=1C=C(C=CC1)NN (3-chlorophenylhydrazine). Run in CC(=O)O (HOAc), CCO (EtOH), O (water). Isolated yield 86.1%. Procedure: A mixture of 3.12 g 2-aminoacetophenone and 3.29 g 3-chlorophenylhydrazine in 4 ml HOAc and 20 ml EtOH was refluxed for one hour. The cooled reaction mixture was diluted with water and the precipitate was collected, washed with water, and dried to give 5.16 g solid. Recrystallization from methanol gave 2.12 g solid, m.p. 131°-134° C. Product: ClC=1C=C(C=CC1)NN=C(CN)C1=CC=CC=C1 (2-Aminoacetophenone 3-chlorophenylhydrazone). As a reaction SMILES: [NH2:1][CH2:2][C:3]([C:5]1[CH:10]=[CH:9][CH:8]=[CH:7][CH:6]=1)=O.[Cl:11][C:12]1[CH:13]=[C:14]([NH:18][NH2:19])[CH:15]=[CH:16][CH:17]=1>CC(O)=O.CCO.O>[Cl:11][C:12]1[CH:13]=[C:14]([NH:18][N:19]=[C:3]([C:5]2[CH:10]=[CH:9][CH:8]=[CH:7][CH:6]=2)[CH2:2][NH2:1])[CH:15]=[CH:16][CH:17]=1. Procedure details: 6-Chloro-1-methyl-indole-2-boronic acid and 2-(5-bromo-pyridin-3-ylmethyl)-isoindole-1,3-dione are processed according to the method described in Example 100 to give 2-[5-(6-chloro-1-methyl-1H-indol-2-yl)-pyridin-3-ylmethyl]-isoindole-1,3-dione. MS (ESI) m/z 402.1 (M+H)+. Reaction SMILES: [Cl:1][C:2]1[CH:10]=[C:9]2[C:5]([CH:6]=[C:7](B(O)O)[N:8]2[CH3:11])=[CH:4][CH:3]=1.Br[C:16]1[CH:17]=[C:18]([CH2:22][N:23]2[C:31](=[O:32])[C:30]3[C:25](=[CH:26][CH:27]=[CH:28][CH:29]=3)[C:24]2=[O:33])[CH:19]=[N:20][CH:21]=1>>[Cl:1][C:2]1[CH:10]=[C:9]2[C:5]([CH:6]=[C:7]([C:16]3[CH:17]=[C:18]([CH2:22][N:23]4[C:24](=[O:33])[C:25]5[C:30](=[CH:29][CH:28]=[CH:27][CH:26]=5)[C:31]4=[O:32])[CH:19]=[N:20][CH:21]=3)[N:8]2[CH3:11])=[CH:4][CH:3]=1. The product is ClC1=CC=C2C=C(N(C2=C1)C)C=1C=C(C=NC1)CN1C(C2=CC=CC=C2C1=O)=O (2-[5-(6-chloro-1-methyl-1H-indol-2-yl)-pyridin-3-ylmethyl]-isoindole-1,3-dione). The reactants are ClC1=CC=C2C=C(N(C2=C1)C)B(O)O (6-Chloro-1-methyl-indole-2-boronic acid), BrC=1C=C(C=NC1)CN1C(C2=CC=CC=C2C1=O)=O (2-(5-bromo-pyridin-3-ylmethyl)-isoindole-1,3-dione). RXN SMILES: [BrH:46].[CH3:47][C:48](=[O:49])[OH:50].[Cl:1][c:2]1[cH:3][cH:4][c:5]([O:6][c:7]2[cH:8][cH:9][c:10]([NH:13][CH:14]([CH2:15][NH:16][S:17]([c:18]3[cH:19][cH:20][c:21]([CH3:22])[cH:23][cH:24]3)(=[O:25])=[O:26])[c:27]3[cH:28][c:29]([C:33]([F:34])([F:35])[F:36])[cH:30][cH:31][cH:32]3)[cH:11][cH:12]2)[cH:37][cH:38]1.[OH:39][c:40]1[cH:41][cH:42][cH:43][cH:44][cH:45]1>>[Cl:1][c:2]1[cH:3][cH:4][c:5]([O:6][c:7]2[cH:8][cH:9][c:10]([NH:13][CH:14]([CH2:15][NH2:16])[c:27]3[cH:28][c:29]([C:33]([F:34])([F:35])[F:36])[cH:30][cH:31][cH:32]3)[cH:11][cH:12]2)[cH:37][cH:38]1. Reactants: Br, CC(=O)O, Cc1ccc(S(=O)(=O)NCC(Nc2ccc(Oc3ccc(Cl)cc3)cc2)c2cccc(C(F)(F)F)c2)cc1, Oc1ccccc1. The product is NCC(Nc1ccc(Oc2ccc(Cl)cc2)cc1)c1cccc(C(F)(F)F)c1. Reactants: Fc1c(F)c(F)c(-c2c(F)c(F)c(CBr)c(F)c2F)c(F)c1F, CCC#N, CCOC(C)=O, O=S([O-])C(F)(F)F, [Na+], O. Product: O=S(=O)(Cc1c(F)c(F)c(-c2c(F)c(F)c(F)c(F)c2F)c(F)c1F)C(F)(F)F. RXN SMILES: [Br:1][CH2:2][c:3]1[c:4]([F:23])[c:5]([F:22])[c:6](-[c:11]2[c:12]([F:21])[c:13]([F:20])[c:14]([F:19])[c:15]([F:18])[c:16]2[F:17])[c:7]([F:10])[c:8]1[F:9].[C:39](#[N:40])[CH2:41][CH3:42].[CH3:33][CH2:34][O:35][C:36](=[O:37])[CH3:38].[F:24][C:25]([S:26](=[O:27])[O-:28])([F:29])[F:30].[Na+:31].[OH2:32]>>[CH2:2]([c:3]1[c:4]([F:23])[c:5]([F:22])[c:6](-[c:11]2[c:12]([F:21])[c:13]([F:20])[c:14]([F:19])[c:15]([F:18])[c:16]2[F:17])[c:7]([F:10])[c:8]1[F:9])[S:26]([C:25]([F:24])([F:29])[F:30])(=[O:27])=[O:28]. Starting materials: FC1=CC=C(C=C1)N1C(C2=CC=C(C=C2CC1)OCC1=CC=CC=C1)CC1=CC=C(C=C1)/C=C/C(=O)NCCO ((2E)-3-(4-{[2-(4-fluorophenyl)-6-(phenylmethoxy)(1,2,3,4-tetrahydroisoquinolyl)]methyl}phenyl)-N-(2-hydroxyethyl)prop-2-enamide), N(=NC(=O)OCC)C(=O)OCC (diethyl azodicarboxylate), C1(=CC=CC=C1)P(C1=CC=CC=C1)C1=CC=CC=C1 (triphenylphosphine). Run in O1CCCC1 (tetrahydrofuran), O1CCCC1 (tetrahydrofuran). Conditions: time 2 hour. Product: O1C(=NCC1)/C=C/C1=CC=C(C=C1)CC1N(CCC2=CC(=CC=C12)OCC1=CC=CC=C1)C1=CC=C(C=C1)F (1-{[4-((1E)-2-(1,3-Oxazolin-2-yl)vinyl)phenyl]methyl}-2-(4-fluorophenyl)-6-(phenylmethoxy)-1,2,3,4-tetrahydroisoquinoline). Isolated yield 85.8%. As a reaction SMILES: [F:1][C:2]1[CH:7]=[CH:6][C:5]([N:8]2[CH2:17][CH2:16][C:15]3[C:10](=[CH:11][CH:12]=[C:13]([O:18][CH2:19][C:20]4[CH:25]=[CH:24][CH:23]=[CH:22][CH:21]=4)[CH:14]=3)[CH:9]2[CH2:26][C:27]2[CH:32]=[CH:31][C:30](/[CH:33]=[CH:34]/[C:35]([NH:37][CH2:38][CH2:39][OH:40])=O)=[CH:29][CH:28]=2)=[CH:4][CH:3]=1.N(C(OCC)=O)=NC(OCC)=O.C1(P(C2C=CC=CC=2)C2C=CC=CC=2)C=CC=CC=1>O1CCCC1>[O:40]1[CH2:39][CH2:38][N:37]=[C:35]1/[CH:34]=[CH:33]/[C:30]1[CH:29]=[CH:28][C:27]([CH2:26][CH:9]2[C:10]3[C:15](=[CH:14][C:13]([O:18][CH2:19][C:20]4[CH:25]=[CH:24][CH:23]=[CH:22][CH:21]=4)=[CH:12][CH:11]=3)[CH2:16][CH2:17][N:8]2[C:5]2[CH:4]=[CH:3][C:2]([F:1])=[CH:7][CH:6]=2)=[CH:32][CH:31]=1. Reported procedure: To a solution of (2E)-3-(4-{[2-(4-fluorophenyl)-6-(phenylmethoxy)(1,2,3,4-tetrahydroisoquinolyl)]methyl}phenyl)-N-(2-hydroxyethyl)prop-2-enamide (0.32 g, 0.6 mmol) and diethyl azodicarboxylate (0.136 g, 0.78 mmol) in tetrahydrofuran (10 mL) was added dropwise a solution of triphenylphosphine (0.205 g, 0.78 mmol) in tetrahydrofuran (2 mL). After it was stirred at room temperature for 2 hours, the solvent was evaporated. The residue was then purified by chromatography (SiO2, 50% ethyl acetate/hexa...